From a dataset of the Open Reaction Database (ORD), a public repository of structured organic reaction records. describe an organic reaction: reactants, conditions, products, and yield Starting materials: Brc1cn(CCN2CCCCC2)nc1OCc1ccccc1, CCB(CC)c1cccnc1, CCOC(C)=O, [Na+], [Na+], O=C([O-])[O-], C1COCCO1, O, c1ccc(P(c2ccccc2)(c2ccccc2)[Pd](P(c2ccccc2)(c2ccccc2)c2ccccc2)(P(c2ccccc2)(c2ccccc2)c2ccccc2)P(c2ccccc2)(c2ccccc2)c2ccccc2)cc1. The product is c1ccc(COc2nn(CCN3CCCCC3)cc2-c2cccnc2)cc1. Reaction SMILES: [CH2:18]([c:19]1[cH:20][cH:21][cH:22][cH:23][cH:24]1)[O:25][c:26]1[n:27][n:28]([CH2:32][CH2:33][N:34]2[CH2:35][CH2:36][CH2:37][CH2:38][CH2:39]2)[cH:29][c:30]1[Br:31].[CH2:1]([B:2]([CH2:3][CH3:10])[c:4]1[cH:5][n:6][cH:7][cH:8][cH:9]1)[CH3:11].[CH3:40][CH2:41][O:42][C:43](=[O:44])[CH3:45].[Na+:12].[Na+:13].[O-:14][C:15](=[O:16])[O-:17].[O:47]1[CH2:48][CH2:49][O:50][CH2:51][CH2:52]1.[OH2:46].[cH:53]1[cH:54][cH:55][c:56]([P:57]([Pd:58]([P:59]([c:60]2[cH:61][cH:62][cH:63][cH:64][cH:65]2)([c:66]2[cH:67][cH:68][cH:69][cH:70][cH:71]2)[c:72]2[cH:73][cH:74][cH:75][cH:76][cH:77]2)([P:78]([c:79]2[cH:80][cH:81][cH:82][cH:83][cH:84]2)([c:85]2[cH:86][cH:87][cH:88][cH:89][cH:90]2)[c:91]2[cH:92][cH:93][cH:94][cH:95][cH:96]2)[P:97]([c:98]2[cH:99][cH:100][cH:101][cH:102][cH:103]2)([c:104]2[cH:105][cH:106][cH:107][cH:108][cH:109]2)[c:110]2[cH:111][cH:112][cH:113][cH:114][cH:115]2)([c:116]2[cH:117][cH:118][cH:119][cH:120][cH:121]2)[c:122]2[cH:123][cH:124][cH:125][cH:126][cH:127]2)[cH:128][cH:129]1>>[c:4]1(-[c:30]2[c:26]([O:25][CH2:18][c:19]3[cH:20][cH:21][cH:22][cH:23][cH:24]3)[n:27][n:28]([CH2:32][CH2:33][N:34]3[CH2:35][CH2:36][CH2:37][CH2:38][CH2:39]3)[cH:29]2)[cH:5][n:6][cH:7][cH:8][cH:9]1. Reactants: C(C)(=O)Cl (Acetyl chloride), [Al+3].[Cl-].[Cl-].[Cl-] (AlCl3), BrC=1C=C(C=CC1)OC (3-bromoanisole). The solvent is C(=S)=S (carbon disulfide), C(=S)=S (carbon disulfide). Conditions: time 13 hour. Product: BrC1=C(C=CC(=C1)OC)C(C)=O (1-(2-bromo-4-methoxyphenyl)ethanone), formula 14. RXN SMILES: [C:1](Cl)(=[O:3])[CH3:2].[Al+3].[Cl-].[Cl-].[Cl-].[Br:9][C:10]1[CH:11]=[C:12]([O:16][CH3:17])[CH:13]=[CH:14][CH:15]=1>C(=S)=S>[Br:9][C:10]1[CH:11]=[C:12]([O:16][CH3:17])[CH:13]=[CH:14][C:15]=1[C:1](=[O:3])[CH3:2] |f:1.2.3.4|. Procedure: Acetyl chloride (1 to 1.2 eq) and AlCl3 (1 to 1.2 eq) are mixed with carbon disulfide, 3-bromoanisole dissolved in carbon disulfide is added thereto. The resulting mixture is stirred for 10 to 16 h at room temperature, to obtain 1-(2-bromo-4-methoxyphenyl)ethanone of formula 14.